Dataset: the Open Reaction Database (ORD), a public repository of structured organic reaction records. Task: describe an organic reaction: reactants, conditions, products, and yield The reactants are BrC=1C=C(C=C(C1OCC(F)(F)F)Cl)C(C(=O)OCC)CC(C)C (ethyl 2-(3-bromo-5-chloro-4-(2,2,2-trifluoroethoxy)phenyl)-4-methylpentanoate), FC(C1=CC=C(C=C1)B(O)O)(F)F (4-Trifluoromethyl phenylboronic acid), [F-].[Cs+] (Cesium Fluoride). The reagents and catalysts are C=1C=CC(=CC1)[P](C=2C=CC=CC2)(C=3C=CC=CC3)[Pd]([P](C=4C=CC=CC4)(C=5C=CC=CC5)C=6C=CC=CC6)([P](C=7C=CC=CC7)(C=8C=CC=CC8)C=9C=CC=CC9)[P](C=1C=CC=CC1)(C=1C=CC=CC1)C=1C=CC=CC1 (Pd(PPh3)4). The solvent is COCCOC (DME). Run at temperature 100 celsius, time 8 hour. Yields the product ClC=1C=C(C=C(C1OCC(F)(F)F)C1=CC=C(C=C1)C(F)(F)F)C(C(=O)OCC)CC(C)C (ethyl 2-(5-chloro-6-(2,2,2-trifluoroethoxy)-4′-(trifluoromethyl)biphenyl-3-yl)-4-methylpentanoate). Isolated yield 74.0%. RXN SMILES: Br[C:2]1[CH:3]=[C:4]([CH:15]([CH2:21][CH:22]([CH3:24])[CH3:23])[C:16]([O:18][CH2:19][CH3:20])=[O:17])[CH:5]=[C:6]([Cl:14])[C:7]=1[O:8][CH2:9][C:10]([F:13])([F:12])[F:11].[F:25][C:26]([F:37])([F:36])[C:27]1[CH:32]=[CH:31][C:30](B(O)O)=[CH:29][CH:28]=1.[F-].[Cs+]>COCCOC.C1C=CC([P]([Pd]([P](C2C=CC=CC=2)(C2C=CC=CC=2)C2C=CC=CC=2)([P](C2C=CC=CC=2)(C2C=CC=CC=2)C2C=CC=CC=2)[P](C2C=CC=CC=2)(C2C=CC=CC=2)C2C=CC=CC=2)(C2C=CC=CC=2)C2C=CC=CC=2)=CC=1>[Cl:14][C:6]1[CH:5]=[C:4]([CH:15]([CH2:21][CH:22]([CH3:24])[CH3:23])[C:16]([O:18][CH2:19][CH3:20])=[O:17])[CH:3]=[C:2]([C:30]2[CH:31]=[CH:32][C:27]([C:26]([F:37])([F:36])[F:25])=[CH:28][CH:29]=2)[C:7]=1[O:8][CH2:9][C:10]([F:13])([F:12])[F:11] |f:2.3,^1:49,51,70,89|. Procedure: A mixture of ethyl 2-(3-bromo-5-chloro-4-(2,2,2-trifluoroethoxy)phenyl)-4-methylpentanoate (1 g, 1 eq), 4-Trifluoromethyl phenylboronic acid (2.6 g, 1.4 eq), Pd(PPh3)4 (1.3 g, 0.1 eq) and Cesium Fluoride (13.1 g, 2 eq) in DME (30 ml) was stirred for overnight at 100° C. Upon completion, the precipitate was removed by filtration. The filtrate was diluted with water and extracted with ethyl acetate (2×50 mL). The combined organic layers were washed with water followed by brine, dried over Na2SO4 a... The reactants are CCc1cnc(C)cc1-c1cccc(C(=O)CC(=O)Nc2cc(C(F)(F)F)ccc2NC(=O)OC(C)(C)C)c1, ClCCl, O=C(O)C(F)(F)F. The product is CCc1cnc(C)cc1-c1cccc(C2=Nc3ccc(C(F)(F)F)cc3NC(=O)C2)c1. RXN SMILES: [C:1]([O:2][C:3](=[O:4])[NH:7][c:8]1[c:9]([NH:18][C:19]([CH2:20][C:21](=[O:5])[c:23]2[cH:24][c:25](-[c:29]3[cH:30][c:31]([CH3:37])[n:32][cH:33][c:34]3[CH2:35][CH3:36])[cH:26][cH:27][cH:28]2)=[O:38])[cH:10][c:11]([C:14]([F:15])([F:16])[F:17])[cH:12][cH:13]1)([CH3:6])([CH3:22])[CH3:39].[Cl:47][CH2:48][Cl:49].[F:40][C:41]([F:42])([F:43])[C:44]([OH:45])=[O:46]>>[N:7]1=[C:21]([c:23]2[cH:24][c:25](-[c:29]3[cH:30][c:31]([CH3:37])[n:32][cH:33][c:34]3[CH2:35][CH3:36])[cH:26][cH:27][cH:28]2)[CH2:20][C:19](=[O:38])[NH:18][c:9]2[c:8]1[cH:13][cH:12][c:11]([C:14]([F:15])([F:16])[F:17])[cH:10]2.